This data is from the Open Reaction Database (ORD), a public repository of structured organic reaction records. The task is: describe an organic reaction: reactants, conditions, products, and yield Reaction SMILES: [Br:1][c:2]1[cH:3][cH:4][c:5]2[n:6]([cH:7]1)[cH:8][c:9]([C:11](=[O:12])[NH:13][c:14]1[cH:15][cH:16][cH:17][cH:18][cH:19]1)[n:10]2.[C:66]([O-:67])(=[O:68])[CH3:69].[C:71]([O-:72])(=[O:73])[CH3:74].[CH2:20]([O:21][Si:22]([O:23][CH2:29][CH3:30])([c:24]1[cH:25][o:26][cH:27][cH:28]1)[O:31][CH2:32][CH3:33])[CH3:34].[CH3:44][CH2:45][CH2:46][CH2:47][N+:48]([CH2:49][CH2:50][CH2:51][CH3:52])([CH2:53][CH2:54][CH2:55][CH3:56])[CH2:57][CH2:58][CH2:59][CH3:60].[F-:43].[N:35]12[CH2:36][CH2:37][N:38]([CH2:39][CH2:40]1)[CH2:41][CH2:42]2.[O:61]1[CH2:62][CH2:63][CH2:64][CH2:65]1.[O:75]1[CH2:76][CH2:77][O:78][CH2:79][CH2:80]1.[Pd+2:70]>>[c:2]1(-[c:24]2[cH:25][o:26][cH:27][cH:28]2)[cH:3][cH:4][c:5]2[n:6]([cH:7]1)[cH:8][c:9]([C:11](=[O:12])[NH:13][c:14]1[cH:15][cH:16][cH:17][cH:18][cH:19]1)[n:10]2. The product is O=C(Nc1ccccc1)c1cn2cc(-c3ccoc3)ccc2n1. Reactants: O=C(Nc1ccccc1)c1cn2cc(Br)ccc2n1, CC(=O)[O-], CC(=O)[O-], CCO[Si](OCC)(OCC)c1ccoc1, CCCC[N+](CCCC)(CCCC)CCCC, [F-], C1CN2CCN1CC2, C1CCOC1, C1COCCO1, [Pd+2]. Reactants: C(C)(=O)O[BH-](OC(C)=O)OC(C)=O.[Na+] (sodium triacetoxyborohydride), aq. solution, C=O (formaldehyde), N1CCC(CC1)C1=CC=C(C=C1)NC1=NC=C(C(=N1)CCC1=NC=NC=C1CC(=O)N)C(F)(F)F (2-(4-(2-(2-((4-(Piperidin-4-yl)phenyl)amino)-5-(trifluoromethyl)pyrimidin-4-yl)ethyl)pyrimidin-5-yl)acetamide). Solvent: CO (methanol), C(Cl)Cl (DCM). Conditions: time 2.5 hour. The product is CN1CCC(CC1)C1=CC=C(C=C1)NC1=NC=C(C(=N1)CCC1=NC=NC=C1CC(=O)N)C(F)(F)F (2-(4-(2-(2-((4-(1-Methylpiperidin-4-yl)phenyl)amino)-5-(trifluoro-methyl)pyrimidin-4-yl)ethyl)pyrimidin-5-yl)acetamide). Isolated yield 56.7%. As a reaction SMILES: [NH:1]1[CH2:6][CH2:5][CH:4]([C:7]2[CH:12]=[CH:11][C:10]([NH:13][C:14]3[N:19]=[C:18]([CH2:20][CH2:21][C:22]4[C:27]([CH2:28][C:29]([NH2:31])=[O:30])=[CH:26][N:25]=[CH:24][N:23]=4)[C:17]([C:32]([F:35])([F:34])[F:33])=[CH:16][N:15]=3)=[CH:9][CH:8]=2)[CH2:3][CH2:2]1.C=O.[C:38](O[BH-](OC(=O)C)OC(=O)C)(=O)C.[Na+]>CO.C(Cl)Cl>[CH3:38][N:1]1[CH2:2][CH2:3][CH:4]([C:7]2[CH:12]=[CH:11][C:10]([NH:13][C:14]3[N:19]=[C:18]([CH2:20][CH2:21][C:22]4[C:27]([CH2:28][C:29]([NH2:31])=[O:30])=[CH:26][N:25]=[CH:24][N:23]=4)[C:17]([C:32]([F:35])([F:33])[F:34])=[CH:16][N:15]=3)=[CH:9][CH:8]=2)[CH2:5][CH2:6]1 |f:2.3|. Procedure details: To a suspension of 2-(4-(2-(2-((4-(piperidin-4-yl)phenyl)amino)-5-(trifluoromethyl)pyrimidin-4-yl)ethyl)pyrimidin-5-yl)acetamide (29) (0.029 g, 0.060 mmol) in anhydrous methanol (2 mL) was added a 37% aq. solution of formaldehyde (0.018 mL, 0.24 mmol) under an atmosphere of nitrogen, followed by sodium triacetoxyborohydride (0.063 g, 0.30 mmol). The reaction was stirred at room temperature for 2.5 hours. The volatiles were removed in vacuo and the residue was diluted with EtOAc (50 mL) and sat. ...